Dataset: the Open Reaction Database (ORD), a public repository of structured organic reaction records. Task: describe an organic reaction: reactants, conditions, products, and yield The reactants are COC(C1=C(C=C(C=C1)C1=C(C(=NC=C1)CC)C#CC=1C=NC(=CC1)N)F)=O (4-[3-(6-Amino-pyridin-3-ylethynyl)-2-ethyl-pyridin-4-yl]-2-fluoro-benzoic acid methyl ester), [OH-].[Na+] (NaOH), C1CCOC1 (THF). Run at temperature 65 celsius, time 72 hour. Product: C(C)C1=NC=CC(=C1C#CC=1C=NC(=CC1)NC)C1=CC(=C(C(=O)O)C=C1)F (4-[2-Ethyl-3-(6-methylamino-pyridin-3-ylethynyl)-pyridin-4-yl]-2-fluoro-benzoic acid). As a reaction SMILES: C[O:2][C:3](=[O:28])[C:4]1[CH:9]=[CH:8][C:7]([C:10]2[CH:15]=[CH:14][N:13]=[C:12]([CH2:16][CH3:17])[C:11]=2[C:18]#[C:19][C:20]2[CH:21]=[N:22][C:23]([NH2:26])=[CH:24][CH:25]=2)=[CH:6][C:5]=1[F:27].[OH-].[Na+].[CH2:31]1COCC1>>[CH2:16]([C:12]1[C:11]([C:18]#[C:19][C:20]2[CH:21]=[N:22][C:23]([NH:26][CH3:31])=[CH:24][CH:25]=2)=[C:10]([C:7]2[CH:8]=[CH:9][C:4]([C:3]([OH:2])=[O:28])=[C:5]([F:27])[CH:6]=2)[CH:15]=[CH:14][N:13]=1)[CH3:17] |f:1.2|. Reported procedure: The title compound is synthesized according to general procedure GP4 starting from 850 mg (2.18 mmol) 4-[3-(6-Amino-pyridin-3-ylethynyl)-2-ethyl-pyridin-4-yl]-2-fluoro-benzoic acid methyl ester (A-45) using 3.3 mL (3.3 mmoL) 1N NaOH in 22 mL THF. The reaction mixture is stirred for 72 h at 65° C. The product is precipitated by addition of water and is collected by filtration. Yield after drying: 747 mg (91%). Starting materials: [OH-].[Na+] (sodium hydroxide), whereto, C(C)O (ethanol), FC1=CC=C(C=C1)C1=NN(C2=NC=CC=C21)C=2C=C(OCC(=O)OCC)C=CC2 (ethyl 3-[3-(4-fluorophenyl)-1H-pyrazolo[3,4-b]pyridin-1-yl]phenoxyacetate), Cl (hydrochloric acid). Solvent: O (water), O (water), O1CCOCC1 (dioxane). Product: FC1=CC=C(C=C1)C1=NN(C2=NC=CC=C21)C=2C=C(OCC(=O)O)C=CC2 (3-[3-(4-fluorophenyl)-1H-pyrazolo[3,4-b]pyridin-1-yl]phenoxyacetic acid). The yield is 64.6%. Reaction SMILES: [OH-].[Na+].C(O)C.[F:6][C:7]1[CH:12]=[CH:11][C:10]([C:13]2[C:21]3[C:16](=[N:17][CH:18]=[CH:19][CH:20]=3)[N:15]([C:22]3[CH:23]=[C:24]([CH:32]=[CH:33][CH:34]=3)[O:25][CH2:26][C:27]([O:29]CC)=[O:28])[N:14]=2)=[CH:9][CH:8]=1.Cl>O.O1CCOCC1>[F:6][C:7]1[CH:12]=[CH:11][C:10]([C:13]2[C:21]3[C:16](=[N:17][CH:18]=[CH:19][CH:20]=3)[N:15]([C:22]3[CH:23]=[C:24]([CH:32]=[CH:33][CH:34]=3)[O:25][CH2:26][C:27]([OH:29])=[O:28])[N:14]=2)=[CH:9][CH:8]=1 |f:0.1|. Reported procedure: In 5 ml of water was dissolved 0.97 g of sodium hydroxide, whereto 100 ml of ethanol was added. Thereto was added a solution of 8.0 g of ethyl 3-[3-(4-fluorophenyl)-1H-pyrazolo[3,4-b]pyridin-1-yl]phenoxyacetate dissolved in 60 ml of dioxane while stirring. After the mixture was stirred at room temperature for 4 hours, about 500 ml of water was added thereto and the mixture was neutralized with dilute hydrochloric acid. The resulting crystals were collected by filtration and recrystallized from d... The reactants are N1=C(C=NC=C1)C(=O)N (pyrazinamide), [H][H] (hydrogen), C(C)O.C(C)(=O)O (ethanol acetic acid). Reagents/catalysts: [Pt]=O (platinum oxide). Product: C(C)(=O)O.C(C)(=O)O.N1C(CNCC1)C(=O)N (2-piperazinecarboxamide diacetate). As a reaction SMILES: [N:1]1[CH:6]=[CH:5][N:4]=[CH:3][C:2]=1[C:7]([NH2:9])=[O:8].[H][H].C(O)C.[C:15]([OH:18])(=[O:17])[CH3:16]>[Pt]=O>[C:15]([OH:18])(=[O:17])[CH3:16].[C:15]([OH:18])(=[O:17])[CH3:16].[NH:1]1[CH2:6][CH2:5][NH:4][CH2:3][CH:2]1[C:7]([NH2:9])=[O:8] |f:2.3,5.6.7|. Procedure details: One hundred twenty-five grams of pyrazinamide were hydrogenated in the presence of 2.5 L of 6:1 ethanol/acetic acid and 62.6 g of platinum oxide at 60 psi and 60° C. After hydrogen uptake ceased, the reaction mixture was filtered through a Celite® pad and concentrated in vacuo. Trituration with ethyl acetate afforded 219.57 g of the desired subtitle intermediate, m.p. 90-92° C. Starting materials: CC(=O)[O-], CC(=O)[O-], CC(C)(C1CCNCC1)S(=O)(=O)c1cccc(C(F)(F)F)c1, CCN(C(C)C)C(C)C, [Cu+2], C1CCOC1, OB(O)c1cnc2ccccc2c1. Yields the product CC(C)(C1CCN(c2cnc3ccccc3c2)CC1)S(=O)(=O)c1cccc(C(F)(F)F)c1. Reaction SMILES: [C:45]([O-:46])(=[O:47])[CH3:48].[C:50]([O-:51])(=[O:52])[CH3:53].[CH3:1][C:2]([CH3:3])([S:4](=[O:5])(=[O:6])[c:7]1[cH:8][c:9]([C:13]([F:14])([F:15])[F:16])[cH:10][cH:11][cH:12]1)[CH:17]1[CH2:18][CH2:19][NH:20][CH2:21][CH2:22]1.[CH:36]([N:37]([CH:38]([CH3:39])[CH3:40])[CH2:41][CH3:42])([CH3:43])[CH3:44].[Cu+2:49].[O:54]1[CH2:55][CH2:56][CH2:57][CH2:58]1.[n:23]1[cH:24][c:25]([B:33]([OH:34])[OH:35])[cH:26][c:27]2[cH:28][cH:29][cH:30][cH:31][c:32]12>>[CH3:1][C:2]([CH3:3])([S:4](=[O:5])(=[O:6])[c:7]1[cH:8][c:9]([C:13]([F:14])([F:15])[F:16])[cH:10][cH:11][cH:12]1)[CH:17]1[CH2:18][CH2:19][N:20]([c:25]2[cH:24][n:23][c:32]3[c:27]([cH:26]2)[cH:28][cH:29][cH:30][cH:31]3)[CH2:21][CH2:22]1.